Dataset: the Open Reaction Database (ORD), a public repository of structured organic reaction records. Task: describe an organic reaction: reactants, conditions, products, and yield The reactants are C1=CC=C2C(=C1)C(=CN2)C3=C(C(=O)NC3=O)C4=CN=CN4 (didemnimide A), CUCl2, solution, [OH-].[Na+] (NaOH). Solvent: CC(CC)=O (2-butanone), CCOC(=O)C (EtOAc). Reaction conditions: time 15 hour. The product is crude material, C=1C=CC2=C(C1)C=3C4=C(C5=CN=CN5C3N2)C(=O)NC4=O (Iso-granulatimide). Yield: 38.1%. As a reaction SMILES: [CH:1]1[CH:6]=[C:5]2[C:7]([C:10]3[C:15](=[O:16])[NH:14][C:12](=[O:13])[C:11]=3[C:17]3[NH:21][CH:20]=[N:19][CH:18]=3)=[CH:8][NH:9][C:4]2=[CH:3][CH:2]=1.[OH-].[Na+]>CC(=O)CC.CCOC(C)=O>[CH:1]1[CH:2]=[CH:3][C:4]2[NH:9][C:8]3[N:21]4[C:17](=[CH:18][N:19]=[CH:20]4)[C:11]4[C:12]([NH:14][C:15](=[O:16])[C:10]=4[C:7]=3[C:5]=2[CH:6]=1)=[O:13] |f:1.2|. Procedure: To a stirred solution of didemnimide A (32.6 mg, 0.117 mmol) in 2-butanone (7.0 mL) at rt is added sequentially 4Å molecular sieves (˜100 mg) and CUCl2 (79 mg, 0.59 mmol). The reaction mixture was stirred for 15 h at rt. The dark purple solution was treated with 10% solution of NaOH until the pH was neutral and diluted with EtOAc (30 mL). The phases were separated and the aqueous layer was extracted with EtOAc (5×10 mL). The combined organic extracts were washed with brine (10 mL), dried (MgSO4)... Reactants: COC(=O)C=1N=CC(=NC1)N1[C@@H](CN(CC1)C(=O)OC(C)(C)C)C ((R)-2-methyl-4-boc-3,4,5,6-tetrahydro-2H-[1,2′]bipyrazinyl-5′-carboxylic acid methyl ester), Cl (HCl). Solvent: CO (MeOH). Conditions: temperature 70 celsius, time 1 hour. The product is COC(=O)C=1N=CC(=NC1)N1[C@@H](CNCC1)C ((R)-2-Methyl-3,4,5,6-tetrahydro-2H-[1,2′]bipyrazinyl-5′-carboxylic acid methyl ester). Yield: 85.5%. As a reaction SMILES: [CH3:1][O:2][C:3]([C:5]1[N:6]=[CH:7][C:8]([N:11]2[CH2:16][CH2:15][N:14](C(OC(C)(C)C)=O)[CH2:13][C@H:12]2[CH3:24])=[N:9][CH:10]=1)=[O:4].Cl>CO>[CH3:1][O:2][C:3]([C:5]1[N:6]=[CH:7][C:8]([N:11]2[CH2:16][CH2:15][NH:14][CH2:13][C@H:12]2[CH3:24])=[N:9][CH:10]=1)=[O:4]. Reported procedure: To a solution of (R)-2-methyl-4-boc-3,4,5,6-tetrahydro-2H-[1,2′]bipyrazinyl-5′-carboxylic acid methyl ester (2 g, 5.94 mmol) in MeOH (17 mL) is added HCl (4M in dioxane, 4.5 mL, 18 mmol). The reaction mixture is stirred at 70° C. for 1 h. The reaction solution is concentrated, dissolved in DCM and organic layer is washed with Na2CO3 to adjust the pH value to 8.0. The solvents are removed under reduced pressure to afford a brown oil (1.2 g, 77%). The reactants are C(\C=C\C(=O)O)(=O)O (Fumaric acid), C(C)N(CC(C)N1C2=CC=CC=C2SC=2C=CC(=CC12)C(=O)NCC(CC)C)CC (10-[(2RS)-1-diethylamino-2-propyl]-N-[(2RS)-2-methylbutyl]-2-phenothiazinecarboxamide). Solvent: CC(C)O (2-propanol), CC(C)O (2-propanol). Run at temperature 25 celsius, time 2 hour. Yields the product C(\C=C\C(=O)O)(=O)O.CC(CNC(=O)C1=CC=2NC3=CC=CC=C3SC2C=C1)CC (N-[(2RS)-2-methylbutyl]-2-phenothiazinecarboxamide fumarate). The yield is 75.5%. RXN SMILES: [C:1]([OH:8])(=[O:7])/[CH:2]=[CH:3]/[C:4]([OH:6])=[O:5].C(N(CC)CC([N:15]1[C:28]2[CH:27]=[C:26]([C:29]([NH:31][CH2:32][CH:33]([CH3:36])[CH2:34][CH3:35])=[O:30])[CH:25]=[CH:24][C:23]=2[S:22][C:21]2[C:16]1=[CH:17][CH:18]=[CH:19][CH:20]=2)C)C>CC(O)C>[C:1]([OH:8])(=[O:7])/[CH:2]=[CH:3]/[C:4]([OH:6])=[O:5].[CH3:36][CH:33]([CH2:34][CH3:35])[CH2:32][NH:31][C:29]([C:26]1[CH:25]=[CH:24][C:23]2[S:22][C:21]3[C:16](=[CH:17][CH:18]=[CH:19][CH:20]=3)[NH:15][C:28]=2[CH:27]=1)=[O:30] |f:3.4|. Procedure details: Fumaric acid (0.07 g) dissolved in 2-propanol (1 cc) under reflux is added to a solution of 10-[(2RS)-1-diethylamino-2-propyl]-N-[(2RS)-2-methylbutyl]-2-phenothiazinecarboxamide (0.25 g) in boiling 2-propanol (2.5 cc). Crystallization is primed by scratching, and the mixture is stirred for 2 hours at 25° C. and then left to stand for 12 hours at 0° C. The crystals are filtered off and dried under reduced pressure (5 mm Hg; 0.7 kPa) at 40° C. to give 10-[(2RS)]-l-diethylamino-2-propyl]-N-[(2RS)-2... Starting materials: O=CO, CC(C)c1nnc2ccc(C(O)c3ccc(F)cc3)cn12. Product: CC(C)c1nnc2ccc(Cc3ccc(F)cc3)cn12. As a reaction SMILES: [CH:22]([OH:23])=[O:24].[F:1][c:2]1[cH:3][cH:4][c:5]([CH:8]([OH:9])[c:10]2[cH:11][cH:12][c:13]3[n:14]([cH:15]2)[c:16]([CH:19]([CH3:20])[CH3:21])[n:17][n:18]3)[cH:6][cH:7]1>>[F:1][c:2]1[cH:3][cH:4][c:5]([CH2:8][c:10]2[cH:11][cH:12][c:13]3[n:14]([cH:15]2)[c:16]([CH:19]([CH3:20])[CH3:21])[n:17][n:18]3)[cH:6][cH:7]1. The reactants are CCOC(=O)C#N, C1CCOC1, C[Si](C)(C)[N-][Si](C)(C)C, [Li+], CCOC(=O)Cc1cn(S(=O)(=O)c2ccc(C)cc2)cn1. The product is CCOC(=O)C(C(=O)OCC)c1cn(S(=O)(=O)c2ccc(C)cc2)cn1. Reaction SMILES: [C:32](#[N:33])[C:34](=[O:35])[O:36][CH2:37][CH3:38].[CH2:39]1[O:40][CH2:41][CH2:42][CH2:43]1.[CH3:22][Si:23]([N-:24][Si:25]([CH3:26])([CH3:27])[CH3:28])([CH3:29])[CH3:30].[Li+:31].[c:1]1([CH3:21])[cH:2][cH:3][c:4]([S:7](=[O:8])(=[O:9])[n:10]2[cH:11][n:12][c:13]([CH2:15][C:16](=[O:17])[O:18][CH2:19][CH3:20])[cH:14]2)[cH:5][cH:6]1>>[c:1]1([CH3:21])[cH:2][cH:3][c:4]([S:7](=[O:8])(=[O:9])[n:10]2[cH:11][n:12][c:13]([CH:15]([C:16](=[O:17])[O:18][CH2:19][CH3:20])[C:34](=[O:35])[O:36][CH2:37][CH3:38])[cH:14]2)[cH:5][cH:6]1. The reactants are solid, C(C1=CC=CC=C1)(=O)N1C[C@@H]2CCC(C[C@H]2CC1)(C1=CC=C(C=C1)O[Si](C)(C)C(C)(C)C)O (trans-2-benzoyl-6-hydroxy-6-(4'-t-butyldimethylsilyloxyphenyl)decahydroisoquinoline), [H-].[Al+3].[Li+].[H-].[H-].[H-] (lithium aluminum hydride), C(C)(=O)OCC (ethyl acetate). Solvent: C1CCOC1 (THF). Product: C(C1=CC=CC=C1)N1C[C@@H]2CCC(C[C@H]2CC1)(C1=CC=C(C=C1)O)O (Trans-2-Benzyl-6-hydroxy-6(4'-hydroxyphenyl)decahydroisoquinoline). RXN SMILES: [C:1]([N:9]1[CH2:18][CH2:17][C@H:16]2[C@@H:11]([CH2:12][CH2:13][C:14]([OH:33])([C:19]3[CH:24]=[CH:23][C:22]([O:25][Si](C(C)(C)C)(C)C)=[CH:21][CH:20]=3)[CH2:15]2)[CH2:10]1)(=O)[C:2]1[CH:7]=[CH:6][CH:5]=[CH:4][CH:3]=1.[H-].[Al+3].[Li+].[H-].[H-].[H-].C(OCC)(=O)C>C1COCC1>[CH2:1]([N:9]1[CH2:18][CH2:17][C@H:16]2[C@@H:11]([CH2:12][CH2:13][C:14]([OH:33])([C:19]3[CH:20]=[CH:21][C:22]([OH:25])=[CH:23][CH:24]=3)[CH2:15]2)[CH2:10]1)[C:2]1[CH:7]=[CH:6][CH:5]=[CH:4][CH:3]=1 |f:1.2.3.4.5.6|. Procedure: A mixture of trans-2-benzoyl-6-hydroxy-6-(4'-t-butyldimethylsilyloxyphenyl)decahydroisoquinoline (Example 48, 740 mg, 1.61 mmol) and lithium aluminum hydride (0.31 g, 8 mmol) in anhydrous THF (20 mL) was stirred at reflux temperature under a nitrogen atmosphere for 19.5 h. The reaction mixture was cooled to room temperature and quenched with excess ethyl acetate, followed by water (0.3 mL), a 1N NaOH solution (0.3 mL) and water (1 mL). The precipitate was filtered through celite; the filtrate wa...